The task is: describe an organic reaction: reactants, conditions, products, and yield. This data is from the Open Reaction Database (ORD), a public repository of structured organic reaction records. The reactants are NC(CNC(=S)NC1=CC=C(C=C1)C=1N=C(C2=C(N1)CN(CC2)C2=NC=CC=N2)N2CCOCC2)C (1-(2-aminopropyl)-3-(4-(4-morpholino-7-(pyrimidin-2-yl)-5,6,7,8-tetrahydropyrido[3,4-d]pyrimidin-2-yl)phenyl)thiourea), C(C)O (Ethanol). The reagents and catalysts are [Hg]=O (Mercury(II) oxide). Conditions: time 8 hour. Yields the product CC1CN=C(N1)NC1=CC=C(C=C1)C=1N=C(C2=C(N1)CN(CC2)C2=NC=CC=N2)N2CCOCC2 (5-methyl-N-(4-(4-morpholino-7-(pyrimidin-2-yl)-5,6,7,8-tetrahydropyrido[3,4-d]pyrimidin-2-yl)phenyl)-4,5-dihydro-1H-imidazol-2-amine). As a reaction SMILES: [NH2:1][CH:2]([CH3:36])[CH2:3][NH:4][C:5]([NH:7][C:8]1[CH:13]=[CH:12][C:11]([C:14]2[N:15]=[C:16]([N:30]3[CH2:35][CH2:34][O:33][CH2:32][CH2:31]3)[C:17]3[CH2:23][CH2:22][N:21]([C:24]4[N:29]=[CH:28][CH:27]=[CH:26][N:25]=4)[CH2:20][C:18]=3[N:19]=2)=[CH:10][CH:9]=1)=S.C(O)C>[Hg]=O>[CH3:36][CH:2]1[NH:1][C:5]([NH:7][C:8]2[CH:13]=[CH:12][C:11]([C:14]3[N:15]=[C:16]([N:30]4[CH2:31][CH2:32][O:33][CH2:34][CH2:35]4)[C:17]4[CH2:23][CH2:22][N:21]([C:24]5[N:29]=[CH:28][CH:27]=[CH:26][N:25]=5)[CH2:20][C:18]=4[N:19]=3)=[CH:10][CH:9]=2)=[N:4][CH2:3]1. Procedure details: Step 2—Synthesis of compound xk: 1-(2-aminopropyl)-3-(4-(4-morpholino-7-(pyrimidin-2-yl)-5,6,7,8-tetrahydropyrido[3,4-d]pyrimidin-2-yl)phenyl)thiourea (0.293 g, 0.000579 mol) in dry Ethanol (12.0 mL, 0.206 mol) was added Mercury(II) oxide (0.260 g, 0.00120 mol). The reaction mixture was stirred at room temperature for 8 hours. The reaction mixture was heated at 40° C. and stirred overnight. The reaction mixture was heated at 50° C. and stirred overnight. The reaction mixture was heated at 78° C.... The reactants are BrC1=CSC2=C1OC(=CC2=O)N2CCOCC2 (3-bromo-5-morpholino-7H-thieno[3,2-b]pyran-7-one), C1(=CC=CC=C1)C#C (phenylacetylene), C(C)(C)NC(C)C (diisopropylamine). The reagents and catalysts are Cl[Pd]([P](C1=CC=CC=C1)(C2=CC=CC=C2)C3=CC=CC=C3)([P](C4=CC=CC=C4)(C5=CC=CC=C5)C6=CC=CC=C6)Cl (trans-dichlorobis(triphenylphosphine)palladium), [Cu]I (copper (I) iodide). The solvent is CO (methanol). Conditions: temperature 100 celsius. Yields the product O1CCN(CC1)C1=CC(C2=C(O1)C(=CS2)C#CC2=CC=CC=C2)=O (5-morpholino-3-(phenylethynyl)-7H-thieno[3,2-b]pyran-7-one). The yield is 45.0%. Reaction SMILES: Br[C:2]1[C:6]2[O:7][C:8]([N:12]3[CH2:17][CH2:16][O:15][CH2:14][CH2:13]3)=[CH:9][C:10](=[O:11])[C:5]=2[S:4][CH:3]=1.[C:18]1([C:24]#[CH:25])[CH:23]=[CH:22][CH:21]=[CH:20][CH:19]=1.C(NC(C)C)(C)C>CO.Cl[Pd](Cl)([P](C1C=CC=CC=1)(C1C=CC=CC=1)C1C=CC=CC=1)[P](C1C=CC=CC=1)(C1C=CC=CC=1)C1C=CC=CC=1.[Cu]I>[O:15]1[CH2:16][CH2:17][N:12]([C:8]2[O:7][C:6]3[C:2]([C:25]#[C:24][C:18]4[CH:23]=[CH:22][CH:21]=[CH:20][CH:19]=4)=[CH:3][S:4][C:5]=3[C:10](=[O:11])[CH:9]=2)[CH2:13][CH2:14]1 |^1:37,56|. Reported procedure: A microwave vial was charged with a magnetic stirring bar, 3-bromo-5-morpholino-7H-thieno[3,2-b]pyran-7-one (103) (50 mg, 158.1 μmol), phenylacetylene (32.0 mg, 316.2 μmol), trans-dichlorobis(triphenylphosphine)palladium (II) (5.6 mg, 7.9 μmol), copper (I) iodide (1.6 mg, 7.9 μmol) and diisopropylamine (1.0 mL). The mixture was magnetically stirred and heated via microwave irradiation to 100° C. for 20 minutes. The mixture was cooled to room temperature, and then concentrated in vacuo resulting ... Starting materials: COC=1C=C(C=CC1OC)C=1C(C(N(N1)C1CCN(CC1)C(=O)C1=C(C=CC=C1)O)=O)(C)C (5-(3,4-dimethoxyphenyl)-2-{1-[(2-hydroxyphenyl)carbonyl]piperidin-4-yl}-4,4-dimethyl-2,4-dihydro-3H-pyrazol-3-one), C([O-])([O-])=O.[K+].[K+] (potassium carbonate), ClCC(=O)N (2-chloroacetamide). Run in C(C)#N (acetonitrile). The product is COC=1C=C(C=CC1OC)C1=NN(C(C1(C)C)=O)C1CCN(CC1)C(=O)C1=C(OCC(=O)N)C=CC=C1 (2-[2-({4-[3-(3,4-Dimethoxyphenyl)-4,4-dimethyl-5-oxo-4,5-dihydro-1H-pyrazol-1-yl]piperidin-1-yl}carbonyl)phenoxy]acetamide). As a reaction SMILES: [CH3:1][O:2][C:3]1[CH:4]=[C:5]([C:11]2[C:12]([CH3:33])([CH3:32])[C:13](=[O:31])[N:14]([CH:16]3[CH2:21][CH2:20][N:19]([C:22]([C:24]4[CH:29]=[CH:28][CH:27]=[CH:26][C:25]=4[OH:30])=[O:23])[CH2:18][CH2:17]3)[N:15]=2)[CH:6]=[CH:7][C:8]=1[O:9][CH3:10].C(=O)([O-])[O-].[K+].[K+].Cl[CH2:41][C:42]([NH2:44])=[O:43]>C(#N)C>[CH3:1][O:2][C:3]1[CH:4]=[C:5]([C:11]2[C:12]([CH3:33])([CH3:32])[C:13](=[O:31])[N:14]([CH:16]3[CH2:21][CH2:20][N:19]([C:22]([C:24]4[CH:29]=[CH:28][CH:27]=[CH:26][C:25]=4[O:30][CH2:41][C:42]([NH2:44])=[O:43])=[O:23])[CH2:18][CH2:17]3)[N:15]=2)[CH:6]=[CH:7][C:8]=1[O:9][CH3:10] |f:1.2.3|. Reported procedure: 1.0 g of 5-(3,4-dimethoxyphenyl)-2-{1-[(2-hydroxyphenyl)carbonyl]piperidin-4-yl}-4,4-dimethyl-2,4-dihydro-3H-pyrazol-3-one (compound described in example 94) and 1.0 g potassium carbonate are suspended in 20 ml of acetonitrile. 0.3 g of 2-chloroacetamide are added and the reaction mixture is heated to reflux for 5 h until the reaction is completed according to TLC analysis. The solvent is evaporated under reduced pressure, and the remaining residue is taken up in DCM. The organic phase is washed... Reactants: Cl (HCl), FC1=CC=C(C(CNC2=C(NC3=CC(=CC(=C23)Cl)Cl)C(=O)OCC)=O)C=C1 (3-[(p-fluorophenacyl)amino)-2-carbethoxy-4,6-dichloroindole), [OH-].[Li+] (lithium hydroxide), O1CCCC1 (tetrahydrofuran). The solvent is O (water), C(C)(=O)OCC (ethyl acetate), O (water). Run at time 8 hour. Product: FC1=CC=C(C(CNC2=C(NC3=CC(=CC(=C23)Cl)Cl)C(=O)O)=O)C=C1 (3-[(p-fluorophenacyl)amino]-2-carboxy-4,6-dichloroindole). Yield: 75.9%. As a reaction SMILES: [F:1][C:2]1[CH:27]=[CH:26][C:5]([C:6](=[O:25])[CH2:7][NH:8][C:9]2[C:17]3[C:12](=[CH:13][C:14]([Cl:19])=[CH:15][C:16]=3[Cl:18])[NH:11][C:10]=2[C:20]([O:22]CC)=[O:21])=[CH:4][CH:3]=1.[OH-].[Li+].O1CCCC1.Cl>O.C(OCC)(=O)C>[F:1][C:2]1[CH:3]=[CH:4][C:5]([C:6](=[O:25])[CH2:7][NH:8][C:9]2[C:17]3[C:12](=[CH:13][C:14]([Cl:19])=[CH:15][C:16]=3[Cl:18])[NH:11][C:10]=2[C:20]([OH:22])=[O:21])=[CH:26][CH:27]=1 |f:1.2|. Reported procedure: Mix 3-[(p-fluorophenacyl)amino)-2-carbethoxy-4,6-dichloroindole (600 mg, 1.52 mmol) , lithium hydroxide (191 mg, 4.55 mmol), tetrahydrofuran (20 mL) and water (20 mL). Stir overnight at room temperature. Dilute with water (20 mL) and ethyl acetate (40 mL). Acidify with 1N HCl while stirring and separate the layers. Dry the organic phase over magnesium sulfate, filter and concentrate in vacuo. Recrystallize the residue (ethyl acetate/hexane) to yield the title compound as a white powder (440 mg, ... Reactants: C1CCOC1, CC(C)n1c(=O)n(-c2ccc3c(c2)CCN3C(=O)OC(C)(C)C)c2ncccc21, CCOC(C)=O, CCOC(C)=O, Cl. Product: CC(C)n1c(=O)n(-c2ccc3c(c2)CCN3)c2ncccc21. RXN SMILES: [CH2:37]1[O:38][CH2:39][CH2:40][CH2:41]1.[CH3:1][CH:2]([CH3:3])[n:4]1[c:5](=[O:29])[n:6](-[c:13]2[cH:14][c:15]3[c:19]([cH:20][cH:21]2)[N:18]([C:22]([O:23][C:24]([CH3:25])([CH3:26])[CH3:27])=[O:28])[CH2:17][CH2:16]3)[c:7]2[n:8][cH:9][cH:10][cH:11][c:12]12.[CH3:31][CH2:32][O:33][C:34]([CH3:35])=[O:36].[CH3:42][CH2:43][O:44][C:45]([CH3:46])=[O:47].[ClH:30]>>[CH3:1][CH:2]([CH3:3])[n:4]1[c:5](=[O:29])[n:6](-[c:13]2[cH:14][c:15]3[c:19]([cH:20][cH:21]2)[NH:18][CH2:17][CH2:16]3)[c:7]2[n:8][cH:9][cH:10][cH:11][c:12]12. Starting materials: ClC=1C=C2C(=NC1)N(C=C2I)[Si](C(C)C)(C(C)C)C(C)C (5-chloro-3-iodo-1-(triisopropylsilyl)-1H-pyrrolo[2,3-b]pyridine), C(C)(C)[Mg]Cl (iso-propyl-magnesium chloride), C(C)(C)(C)OC(N(C=1SC(=C(N1)Cl)C=O)CC1=CC=C(C=C1)F)=O ((4-fluoro-benzyl)-(4-chloro-5-formyl-thiazol-2-yl)-carbamic acid tert-butyl ester). Run in O1CCCC1 (tetrahydrofuran), O1CCCC1 (tetrahydrofuran). Reaction conditions: temperature 0 celsius. Product: ClC=1C=C2C(=NC1)NC=C2CC2=CN=C(S2)NCC2=CC=C(C=C2)F ([5-(5-Chloro-1H-pyrrolo[2,3-b]pyridin-3-ylmethyl)-thiazol-2-yl]-(4-fluoro-benzyl)-amine). Isolated yield 51.1%. RXN SMILES: [Cl:1][C:2]1[CH:3]=[C:4]2[C:10](I)=[CH:9][N:8]([Si](C(C)C)(C(C)C)C(C)C)[C:5]2=[N:6][CH:7]=1.C([Mg]Cl)(C)C.C(OC(=O)[N:33]([CH2:42][C:43]1[CH:48]=[CH:47][C:46]([F:49])=[CH:45][CH:44]=1)[C:34]1[S:35][C:36]([CH:40]=O)=[C:37](Cl)[N:38]=1)(C)(C)C>O1CCCC1>[Cl:1][C:2]1[CH:3]=[C:4]2[C:10]([CH2:40][C:36]3[S:35][C:34]([NH:33][CH2:42][C:43]4[CH:48]=[CH:47][C:46]([F:49])=[CH:45][CH:44]=4)=[N:38][CH:37]=3)=[CH:9][NH:8][C:5]2=[N:6][CH:7]=1. Procedure: To a solution of 5-chloro-3-iodo-1-(triisopropylsilyl)-1H-pyrrolo[2,3-b]pyridine (626, 300 mg, 0.69 mmol) in tetrahydrofuran (10 mL) at −20° C. was added dropwise iso-propyl-magnesium chloride (2M in tetrahydrofuran, 0.44 mL, 0.88 mmol). The reaction mixture was allowed to warm to 0° C. over 10 minutes and then cooled to −40° C. To this reaction mixture was added a solution of (4-fluoro-benzyl)-(4-chloro-5-formyl-thiazol-2-yl)-carbamic acid tert-butyl ester (625, 211 mg, 0.63 mmol) in tetrahydro... The reactants are BrBr (bromine), ClC1=CC=C(C=C1)C1=NN(C(=C1)OC(F)F)C (3-(4-chlorophenyl)-5-difluoromethoxy-1-methyl-1H-pyrazole). The solvent is C(Cl)(Cl)(Cl)Cl (carbon tetrachloride). Conditions: time 16 hour. The product is BrC=1C(=NN(C1OC(F)F)C)C1=CC=C(C=C1)Cl (4-Bromo-3-(4-chlorophenyl)-5-difluoromethoxy-1-methyl-1H-pyrazole). RXN SMILES: [Br:1]Br.[Cl:3][C:4]1[CH:9]=[CH:8][C:7]([C:10]2[CH:14]=[C:13]([O:15][CH:16]([F:18])[F:17])[N:12]([CH3:19])[N:11]=2)=[CH:6][CH:5]=1>C(Cl)(Cl)(Cl)Cl>[Br:1][C:14]1[C:10]([C:7]2[CH:6]=[CH:5][C:4]([Cl:3])=[CH:9][CH:8]=2)=[N:11][N:12]([CH3:19])[C:13]=1[O:15][CH:16]([F:18])[F:17]. Reported procedure: 7.9 g (43 mmol) of bromine were added to a solution of 10.1 g (39 mmol) of 3-(4-chlorophenyl)-5-difluoromethoxy-1-methyl-1H-pyrazole in 100 ml of carbon tetrachloride, and the mixture was then stirred for 16 h. The solution was then washed with sat. aqueous sodium bicarbonate solution, dried over magnesium sulfate and finally concentrated. Yield: 12.9 g. 1H-NMR (270 MHz, in CDCl3): δ[ppm]=3.84 (s, 3H), 6.69 (t, 1H), 7.40 (d, 2H), 7.81 (d, 2H).